This data is from the Open Reaction Database (ORD), a public repository of structured organic reaction records. The task is: describe an organic reaction: reactants, conditions, products, and yield Starting materials: BrC(Br)(Br)Br, C1CCOC1, CCCCCC(CO)c1ccccc1, c1ccc(P(c2ccccc2)c2ccccc2)cc1. Product: CCCCCC(CBr)c1ccccc1. Reaction SMILES: [C:15]([Br:16])([Br:17])([Br:18])[Br:19].[O:39]1[CH2:40][CH2:41][CH2:42][CH2:43]1.[c:1]1([CH:7]([CH2:8][OH:9])[CH2:10][CH2:11][CH2:12][CH2:13][CH3:14])[cH:2][cH:3][cH:4][cH:5][cH:6]1.[c:20]1([P:21]([c:22]2[cH:23][cH:24][cH:25][cH:26][cH:27]2)[c:28]2[cH:29][cH:30][cH:31][cH:32][cH:33]2)[cH:34][cH:35][cH:36][cH:37][cH:38]1>>[c:1]1([CH:7]([CH2:8][Br:16])[CH2:10][CH2:11][CH2:12][CH2:13][CH3:14])[cH:2][cH:3][cH:4][cH:5][cH:6]1.